From a dataset of the Open Reaction Database (ORD), a public repository of structured organic reaction records. describe an organic reaction: reactants, conditions, products, and yield Reactants: CN(N)C(=O)OC(C)(C)C (1,1-dimethylethyl 1-methylhydrazine carboxylate), CN(N)C(=O)OC(C)(C)C (1,1-dimethylethyl 1-methylhydrazine carboxylate), CC(=O)C (acetone), CC(=O)OCC1=C2C=CC=CC2=C(C3=CC=CC=C31)COC(=O)C (acetic), C(C)(=O)[O-].[Na+] (sodium acetate). The solvent is C(C)OCC (diethyl ether). The product is CN(N=C(C)C)C(=O)OC(C)(C)C (1,1-dimethylethyl 1-methyl-2-(1 methylethylidene)-hydrazinecarboxylate). RXN SMILES: [CH3:1][N:2]([C:4]([O:6][C:7]([CH3:10])([CH3:9])[CH3:8])=[O:5])[NH2:3].[CH3:11][C:12]([CH3:14])=O.CC(OCC1C2C(=CC=CC=2)C(COC(C)=O)=C2C=1C=CC=C2)=O.C([O-])(=O)C.[Na+]>C(OCC)C>[CH3:1][N:2]([C:4]([O:6][C:7]([CH3:10])([CH3:9])[CH3:8])=[O:5])[N:3]=[C:12]([CH3:14])[CH3:11] |f:3.4|. Reported procedure: To a stirred solution of 1,1-dimethylethyl 1-methylhydrazine carboxylate (179 g) (intermediate 5) in diethyl ether (2 L), at room temperature, acetone (126 ml), glacial acid acetic (7.7 ml) and sodium acetate (1.27 g) were added. After stirring over night, the reaction mixture was quenched with water, the organic phase was dried with sodium sulphate and the solvent evaporated to give the title compound (182.38 g) as a colourless oil. Starting materials: CNC(=O)C1=NC=CC(=C1)OC1=CC2=C(N=C(S2)S(=O)C)C=C1 (4-(2-methanesulfinyl-benzothiazol-6-yloxy)-pyridine-2-carboxylic acid methylamide), C1(CCCCC1)CN (cyclohexylmethylamine). The solvent is CN(C)C=O (DMF). Run at temperature 70 celsius, time 8 hour. Yields the product CNC(=O)C1=NC=CC(=C1)OC1=CC2=C(N=C(S2)NCC2CCCCC2)C=C1 (4-[2-(Cyclohexylmethyl-amino)-benzothiazol-6-yloxy]-pyridine-2-carboxylic acid methylamide). Reaction SMILES: [CH3:1][NH:2][C:3]([C:5]1[CH:10]=[C:9]([O:11][C:12]2[CH:23]=[CH:22][C:15]3[N:16]=[C:17](S(C)=O)[S:18][C:14]=3[CH:13]=2)[CH:8]=[CH:7][N:6]=1)=[O:4].[CH:24]1([CH2:30][NH2:31])[CH2:29][CH2:28][CH2:27][CH2:26][CH2:25]1>CN(C=O)C>[CH3:1][NH:2][C:3]([C:5]1[CH:10]=[C:9]([O:11][C:12]2[CH:23]=[CH:22][C:15]3[N:16]=[C:17]([NH:31][CH2:30][CH:24]4[CH2:29][CH2:28][CH2:27][CH2:26][CH2:25]4)[S:18][C:14]=3[CH:13]=2)[CH:8]=[CH:7][N:6]=1)=[O:4]. Procedure: To the solution of 4-(2-methanesulfinyl-benzothiazol-6-yloxy)-pyridine-2-carboxylic acid methylamide (25 mg, 0.072 mmol, 1.0 eq) in DMF (500 μL), was added cyclohexylmethylamine (18.7 μL, 0.144 mmol, 2.0 eq) and reaction was stirred at 70° C. overnight. The neat reaction mixture was purified on reverse phase preparatory HPLC. Pure fractions were lyophilized as TFA salts. M+H=397.1 Starting materials: Cl.C(C)(C)(C)C1=NN(C(=C1)CN)C1=CC(=CC=C1)OC(F)(F)F ((3-tert-butyl-1-(3-(trifluoromethoxy)phenyl)-1H-pyrazol-5-yl)methanamine hydrochloride), FC=1C=C(C=CC1COCCO)C(C(=O)O)C (2-(3-fluoro-4-((2-hydroxyethoxy)methyl)phenyl)propanoic acid), C=1C=CC2=C(C1)N=NN2O (HOBt), CN(C)C(=[N+](C)C)ON1C2=C(C=CC=C2)N=N1.[B-](F)(F)(F)F (TBTU), CCN(C(C)C)C(C)C (DIPEA). Run in C1CCOC1.CN(C)C=O (THF DMF). Reaction conditions: time 8 hour. The product is C(C)(C)(C)C1=NN(C(=C1)CNC(C(C)C1=CC(=C(C=C1)COCCO)F)=O)C1=CC(=CC=C1)OC(F)(F)F (N-((3-tert-butyl-1-(3-(trifluoromethoxy)phenyl)-1H-pyrazol-5-yl)methyl)-2-(3-fluoro-4-((2-hydroxyethoxy)methyl)phenyl)propanamide). Yield: 72.8%. Reaction SMILES: Cl.[C:2]([C:6]1[CH:10]=[C:9]([CH2:11][NH2:12])[N:8]([C:13]2[CH:18]=[CH:17][CH:16]=[C:15]([O:19][C:20]([F:23])([F:22])[F:21])[CH:14]=2)[N:7]=1)([CH3:5])([CH3:4])[CH3:3].[F:24][C:25]1[CH:26]=[C:27]([CH:36]([CH3:40])[C:37](O)=[O:38])[CH:28]=[CH:29][C:30]=1[CH2:31][O:32][CH2:33][CH2:34][OH:35].C1C=CC2N(O)N=NC=2C=1.CN(C(ON1N=NC2C=CC=CC1=2)=[N+](C)C)C.[B-](F)(F)(F)F.CCN(C(C)C)C(C)C>C1COCC1.CN(C=O)C>[C:2]([C:6]1[CH:10]=[C:9]([CH2:11][NH:12][C:37](=[O:38])[CH:36]([C:27]2[CH:28]=[CH:29][C:30]([CH2:31][O:32][CH2:33][CH2:34][OH:35])=[C:25]([F:24])[CH:26]=2)[CH3:40])[N:8]([C:13]2[CH:18]=[CH:17][CH:16]=[C:15]([O:19][C:20]([F:22])([F:23])[F:21])[CH:14]=2)[N:7]=1)([CH3:5])([CH3:3])[CH3:4] |f:0.1,4.5,7.8|. Reported procedure: To a stirred solution of (3-tert-butyl-1-(3-(trifluoromethoxy)phenyl)-1H-pyrazol-5-yl)methanamine hydrochloride (119 mg, 0.351 mmol, 1 eq) in THF/DMF (1/20, v/v, 3 mL) was added 2-(3-fluoro-4-((2-hydroxyethoxy)methyl)phenyl)propanoic acid (84 mg, 0.35 mmol, 1 equiv.), HOBt (49 mg. 0.35 mmol, 1 equiv.), TBTU (112 mg, 0.351 mmo, 1 equiv.) and DIPEA (0.234 mL, 178 mg, 1.40 mmol, 4 equiv.) and the mixture was stirred for at room temperature overnight. The reaction mixture was evaporated and the resi... The reactants are O (Water), ClC(=O)C1=CC=C(CN2CCC(CC2)CNC(CNC(C2=CC(=CC=C2)C(F)(F)F)=O)=O)C=C1 (1-[4-(chloroformyl)benzyl]-4-[[N-(3-(trifluoromethyl)benzoyl)glycyl]aminomethyl]piperidine), COCCN (2-methoxyethylamine), ClCCl (dichloromethane). The solvent is CO (Methanol). Reaction conditions: time 30 minute. Yields the product COCCNC(=O)C1=CC=C(CN2CCC(CC2)CNC(CNC(C2=CC(=CC=C2)C(F)(F)F)=O)=O)C=C1 (1-[4-[N-(2-methoxyethyl)carbamoyl]benzyl]-4-[[N-(3-(trifluoromethyl)benzoyl)glycyl]aminomethyl]piperidine). Reaction SMILES: Cl[C:2]([C:4]1[CH:34]=[CH:33][C:7]([CH2:8][N:9]2[CH2:14][CH2:13][CH:12]([CH2:15][NH:16][C:17](=[O:32])[CH2:18][NH:19][C:20](=[O:31])[C:21]3[CH:26]=[CH:25][CH:24]=[C:23]([C:27]([F:30])([F:29])[F:28])[CH:22]=3)[CH2:11][CH2:10]2)=[CH:6][CH:5]=1)=[O:3].[CH3:35][O:36][CH2:37][CH2:38][NH2:39].ClCCl.O>CO>[CH3:35][O:36][CH2:37][CH2:38][NH:39][C:2]([C:4]1[CH:34]=[CH:33][C:7]([CH2:8][N:9]2[CH2:14][CH2:13][CH:12]([CH2:15][NH:16][C:17](=[O:32])[CH2:18][NH:19][C:20](=[O:31])[C:21]3[CH:26]=[CH:25][CH:24]=[C:23]([C:27]([F:30])([F:29])[F:28])[CH:22]=3)[CH2:11][CH2:10]2)=[CH:6][CH:5]=1)=[O:3]. Reported procedure: A mixture of 1-[4-(chloroformyl)benzyl]-4-[[N-(3-(trifluoromethyl)benzoyl)glycyl]aminomethyl]piperidine (0.042 mmol) with 2-methoxyethylamine (3.8 mg, 0.050 mmol), a piperidinomethylpolystyrene (46 mg) and dichloromethane (1.5 mL) was stirred at room temperature for 17 hours. Water (0.020 mL) was then added to the mixture, and the resulting mixture was stirred for 30 minutes. Methanol (1 mL) was then added to the obtained mixture, and the resulting mixture was loaded onto a Varian™ SCX column an...